This data is from the Open Reaction Database (ORD), a public repository of structured organic reaction records. The task is: describe an organic reaction: reactants, conditions, products, and yield The reactants are C(C)(=O)OC(C)=O (acetic anhydride), C(C)(=O)C1=C(C(=C(OCCCOC2=C(C=C(C(=O)OCCCN(C)C)C=C2)Br)C=C1)CCC)O (3-(N,N-dimethylamino)propyl 4-[3-(4-acetyl-3-hydroxy-2-propylphenoxy)propoxy]-3-bromobenzoate). Run in N1=CC=CC=C1 (pyridine). Reaction conditions: time 18 hour. Product: C(C)(=O)C1=C(C(=C(OCCCOC2=C(C=C(C(=O)OCCCN(C)C)C=C2)Br)C=C1)CCC)OC(C)=O (3-(N,N-dimethyl-amino)propyl 4-[3-(4-acetyl-3-acetoxy-2-propylphenoxy)propoxy]-3-bromobenzoate). RXN SMILES: [C:1]([C:4]1[CH:30]=[CH:29][C:7]([O:8][CH2:9][CH2:10][CH2:11][O:12][C:13]2[CH:27]=[CH:26][C:16]([C:17]([O:19][CH2:20][CH2:21][CH2:22][N:23]([CH3:25])[CH3:24])=[O:18])=[CH:15][C:14]=2[Br:28])=[C:6]([CH2:31][CH2:32][CH3:33])[C:5]=1[OH:34])(=[O:3])[CH3:2].[C:35](OC(=O)C)(=[O:37])[CH3:36]>N1C=CC=CC=1>[C:1]([C:4]1[CH:30]=[CH:29][C:7]([O:8][CH2:9][CH2:10][CH2:11][O:12][C:13]2[CH:27]=[CH:26][C:16]([C:17]([O:19][CH2:20][CH2:21][CH2:22][N:23]([CH3:24])[CH3:25])=[O:18])=[CH:15][C:14]=2[Br:28])=[C:6]([CH2:31][CH2:32][CH3:33])[C:5]=1[O:34][C:35](=[O:37])[CH3:36])(=[O:3])[CH3:2]. Procedure: In a mixture of pyridine (5 ml) and acetic anhydride (5 ml) was dissolved 3-(N,N-dimethylamino)propyl 4-[3-(4-acetyl-3-hydroxy-2-propylphenoxy)propoxy]-3-bromobenzoate (1 g). The solution was stirred at 110° to 120° C. for about 18 hours, followed by concentration. The residue was chromatographed on a column of silica gel. The elution was conducted with ethyl acetate, and the eluate was evaporated. The resulting oily substance was dissolved in ether, to which was added an ether solution of anhyd... The reactants are N (ammonia), F[B-](F)(F)F.N1(N=NC2=C1C=CC=C2)OC(=[N+](C)C)N(C)C (2-(1H-Benzotriazol-1-yl)-1,1,3,3-tetramethyluronium tetrafluoroborate), C(C)(C)(C)OC(=O)N1CCC(CC1)C1CC=2C(=CN=C(C2)C2=C(C=C(C=C2)C(=O)O)F)O1 (4-[5-(4-carboxy-2-fluoro-phenyl)-2,3-dihydro-furo[2,3-c]pyridin-2-yl]-piperidine-1-carboxylic acid tert-butyl ester), C(C)N(C(C)C)C(C)C (ethyldiisopropylamine). Solvent: CO (methanol), CN(C=O)C (N,N-dimethylformamide), O (Water). Reaction conditions: time 10 minute. Yields the product C(C)(C)(C)OC(=O)N1CCC(CC1)C1CC=2C(=CN=C(C2)C2=C(C=C(C=C2)C(N)=O)F)O1 (4-[5-(4-Carbamoyl-2-fluoro-phenyl)-2,3-dihydro-furo[2,3-c]pyridin-2-yl]-piperidine-1-carboxylic acid tert-butyl ester). As a reaction SMILES: F[B-](F)(F)F.[N:6]1(OC(N(C)C)=[N+](C)C)C2C=CC=CC=2N=N1.[C:23]([O:27][C:28]([N:30]1[CH2:35][CH2:34][CH:33]([CH:36]2[O:54][C:39]3=[CH:40][N:41]=[C:42]([C:44]4[CH:49]=[CH:48][C:47]([C:50](O)=[O:51])=[CH:46][C:45]=4[F:53])[CH:43]=[C:38]3[CH2:37]2)[CH2:32][CH2:31]1)=[O:29])([CH3:26])([CH3:25])[CH3:24].C(N(C(C)C)C(C)C)C.N>CN(C)C=O.CO.O>[C:23]([O:27][C:28]([N:30]1[CH2:35][CH2:34][CH:33]([CH:36]2[O:54][C:39]3=[CH:40][N:41]=[C:42]([C:44]4[CH:49]=[CH:48][C:47]([C:50](=[O:51])[NH2:6])=[CH:46][C:45]=4[F:53])[CH:43]=[C:38]3[CH2:37]2)[CH2:32][CH2:31]1)=[O:29])([CH3:25])([CH3:26])[CH3:24] |f:0.1|. Procedure details: 2-(1H-Benzotriazol-1-yl)-1,1,3,3-tetramethyluronium tetrafluoroborate (120 mg) is added to a solution of 4-[5-(4-carboxy-2-fluoro-phenyl)-2,3-dihydro-furo[2,3-c]pyridin-2-yl]-piperidine-1-carboxylic acid tert-butyl ester (150 mg) and ethyldiisopropylamine (100 mL) in N,N-dimethylformamide (1.50 mL) at room temperature. The mixture is stirred for 10 min prior to the addition of a solution of ammonia in methanol (7 M; 0.50 mL). The resulting mixture stirred at room temperature for 2 h. Water is ad... Starting materials: O=C([O-])[O-], CCOC(C)=O, CN(C)C=O, Fc1ccc(C(c2ccc(F)cc2)N2CCNCC2)cc1, O=C(CCl)Nc1cccc(F)c1, [K+], [K+], C1CCOC1. The product is O=C(CN1CCN(C(c2ccc(F)cc2)c2ccc(F)cc2)CC1)Nc1cccc(F)c1. RXN SMILES: [C:34](=[O:35])([O-:36])[O-:37].[CH3:40][CH2:41][O:42][C:43](=[O:44])[CH3:45].[CH3:51][N:52]([CH3:53])[CH:54]=[O:55].[F:1][c:2]1[cH:3][cH:4][c:5]([CH:8]([N:9]2[CH2:10][CH2:11][NH:12][CH2:13][CH2:14]2)[c:15]2[cH:16][cH:17][c:18]([F:21])[cH:19][cH:20]2)[cH:6][cH:7]1.[F:22][c:23]1[cH:24][c:25]([NH:29][C:30]([CH2:31][Cl:32])=[O:33])[cH:26][cH:27][cH:28]1.[K+:38].[K+:39].[O:46]1[CH2:47][CH2:48][CH2:49][CH2:50]1>>[F:1][c:2]1[cH:3][cH:4][c:5]([CH:8]([N:9]2[CH2:10][CH2:11][N:12]([CH2:31][C:30]([NH:29][c:25]3[cH:24][c:23]([F:22])[cH:28][cH:27][cH:26]3)=[O:33])[CH2:13][CH2:14]2)[c:15]2[cH:16][cH:17][c:18]([F:21])[cH:19][cH:20]2)[cH:6][cH:7]1. Procedure: In this example, 600 mg of sodium borohydride is added to a suspension of 715 mg of the product obtained in Example 9 in 30 ml of ethanol at room temperature. After completion of the addition, the reaction mixture is concentrated. The residue is mixed with water, and the crystals deposited are separated by filtration and dried. The crude crystals are recrystallized from methanol to obtain 632 mg of the desired product. Isolated yield 88.0%. The reactants are [BH4-].[Na+] (sodium borohydride), C1OC=2C=C(C=CC2O1)C(CN1CCC(CC1)N1C(NC2=C1C=CC=C2)=NC#N)=O (1-[2-(3,4-Methylenedioxyphenyl)-2-oxo-ethyl]-4-(2-cyanoimino-1H-benzimidazol-1-yl)-piperidine). RXN SMILES: [BH4-].[Na+].[CH2:3]1[O:11][C:10]2[CH:9]=[CH:8][C:7]([C:12](=[O:32])[CH2:13][N:14]3[CH2:19][CH2:18][CH:17]([N:20]4[C:24]5[CH:25]=[CH:26][CH:27]=[CH:28][C:23]=5[NH:22][C:21]4=[N:29][C:30]#[N:31])[CH2:16][CH2:15]3)=[CH:6][C:5]=2[O:4]1>C(O)C>[CH2:3]1[O:11][C:10]2[CH:9]=[CH:8][C:7]([CH:12]([OH:32])[CH2:13][N:14]3[CH2:19][CH2:18][CH:17]([N:20]4[C:24]5[CH:25]=[CH:26][CH:27]=[CH:28][C:23]=5[NH:22][C:21]4=[N:29][C:30]#[N:31])[CH2:16][CH2:15]3)=[CH:6][C:5]=2[O:4]1 |f:0.1|. Run in C(C)O (ethanol). Product: C1OC=2C=C(C=CC2O1)C(CN1CCC(CC1)N1C(NC2=C1C=CC=C2)=NC#N)O (1-[2-(3,4-Methylenedioxyphenyl)-2-hydroxyethyl]-4-(2-cyanoimino-1H-benzimidazol-1-yl)-piperidine). The reactants are CS(=O)(=O)C=1C=C(C=CC1)C=1C=2N(C=CC1)N=C(N2)N (8-(3-methanesulfonyl-phenyl)-[1,2,4]triazolo[1,5-a]pyridin-2-ylamine), BrC1=CC=C(C=C1)N1CCOCC1 (4-(4-bromo-phenyl)-morpholine). Product: CS(=O)(=O)C=1C=C(C=CC1)C=1C=2N(C=CC1)N=C(N2)NC2=CC=C(C=C2)N2CCOCC2 ([8-(3-Methanesulfonyl-phenyl)-[1,2,4]triazolo[1,5-a]pyridin-2-yl]-(4-morpholin-4-yl-phenyl)-amine), solid. The yield is 16.0%. RXN SMILES: [CH3:1][S:2]([C:5]1[CH:6]=[C:7]([C:11]2[C:12]3[N:13]([N:17]=[C:18]([NH2:20])[N:19]=3)[CH:14]=[CH:15][CH:16]=2)[CH:8]=[CH:9][CH:10]=1)(=[O:4])=[O:3].Br[C:22]1[CH:27]=[CH:26][C:25]([N:28]2[CH2:33][CH2:32][O:31][CH2:30][CH2:29]2)=[CH:24][CH:23]=1>>[CH3:1][S:2]([C:5]1[CH:6]=[C:7]([C:11]2[C:12]3[N:13]([N:17]=[C:18]([NH:20][C:22]4[CH:23]=[CH:24][C:25]([N:28]5[CH2:29][CH2:30][O:31][CH2:32][CH2:33]5)=[CH:26][CH:27]=4)[N:19]=3)[CH:14]=[CH:15][CH:16]=2)[CH:8]=[CH:9][CH:10]=1)(=[O:3])=[O:4]. Reported procedure: The title compound was prepared from 8-(3-methanesulfonyl-phenyl)-[1,2,4]triazolo[1,5-a]pyridin-2-ylamine (100.0 mg, 0.3468 mmol) and 4-(4-bromo-phenyl)-morpholine (101.0 mg, 0.4172 mmol) in a manner analogous to Step 2d and was isolated as a pale yellow solid (0.025 g, 16%). MP=202-204° C. 1H NMR (400 MHz, CDCl3, δ, ppm): 8.68 (t, J=1.6, 1H), 8.46 (dd, J=6.9, 0.9 Hz, 1H), 8.39-8.35 (m, 1H), 8.01-7.98 (m, 1H), 7.73 (dd, J=7.7, 7.7 Hz, 1H), 7.67 (dd, J=7.5, 0.8 Hz, 1H), 7.56-7.50 (m, 2H), 7.01-6.... The reactants are C(C)(C)(C)OC(=O)N1C(O[C@@H]([C@H]1CF)C1=CC=C(C=C1)C=1C=NC(=C(C1)F)C#N)(C)C ((4S,5R)-tert-butyl-5-(4-(6-cyano-5-fluoropyridin-3-yl)phenyl)-4-(fluoromethyl)-2,2-dimethyloxazolidine-3-carboxylate), [BH4-].[Na+] (sodium borohydride), C(C)(C)N(CC)C(C)C (diisopropylethylamine), CS(=O)(=O)Cl (methanesulfonyl chloride). Reagents/catalysts: Cl[Ni]Cl (NiCl2). Run in CO (methanol). Run at time 1 hour. Product: FC=1C=C(C=NC1CNS(=O)(=O)C)C1=CC=C(C=C1)[C@@H]1[C@H](N(C(O1)(C)C)C(=O)OC(C)(C)C)CF ((4S,5R)-tert-butyl 5-(4-(5-fluoro-6-(methyl-sulfonamido-methyl)pyridin-3-yl)phenyl)-4-(fluoromethyl)-2,2-dimethyl-oxazolidine-3-carboxylate). RXN SMILES: [C:1]([O:5][C:6]([N:8]1[C@H:12]([CH2:13][F:14])[C@@H:11]([C:15]2[CH:20]=[CH:19][C:18]([C:21]3[CH:22]=[N:23][C:24]([C:28]#[N:29])=[C:25]([F:27])[CH:26]=3)=[CH:17][CH:16]=2)[O:10][C:9]1([CH3:31])[CH3:30])=[O:7])([CH3:4])([CH3:3])[CH3:2].[BH4-].[Na+].C(N(C(C)C)CC)(C)C.[CH3:43][S:44](Cl)(=[O:46])=[O:45]>CO.Cl[Ni]Cl>[F:27][C:25]1[CH:26]=[C:21]([C:18]2[CH:17]=[CH:16][C:15]([C@H:11]3[O:10][C:9]([CH3:31])([CH3:30])[N:8]([C:6]([O:5][C:1]([CH3:4])([CH3:2])[CH3:3])=[O:7])[C@@H:12]3[CH2:13][F:14])=[CH:20][CH:19]=2)[CH:22]=[N:23][C:24]=1[CH2:28][NH:29][S:44]([CH3:43])(=[O:46])=[O:45] |f:1.2|. Procedure details: (4S,5R)-tert-butyl-5-(4-(6-cyano-5-fluoropyridin-3-yl)phenyl)-4-(fluoromethyl)-2,2-dimethyloxazolidine-3-carboxylate (1440 mg, 3.4 mmol) in methanol (25 mL) at 5° C. is treated with NiCl2 (80 mg, 0.34 mmol) and then sodium borohydride (380 mg, 10 mmol) is added in portions. The mixture is stirred for 1 hour at room temperature, concentrated to remove the methanol, quenched with aqueous sodium bicarbonate and extracted with ethyl acetate. The organics are dried over anhydrous sodium sulfate, filt...